Dataset: the Open Reaction Database (ORD), a public repository of structured organic reaction records. Task: describe an organic reaction: reactants, conditions, products, and yield Reactants: CC(C)(O)C#Cc1cncc(N2CCCN(C(=O)OC(C)(C)C)CC2)c1, Cc1ccccc1, [H-], [Na+]. Product: C#Cc1cncc(N2CCCN(C(=O)OC(C)(C)C)CC2)c1. RXN SMILES: [CH3:1][C:2]([C:3]#[C:4][c:5]1[cH:6][c:7]([N:11]2[CH2:12][CH2:13][N:14]([C:18](=[O:19])[O:20][C:21]([CH3:22])([CH3:23])[CH3:24])[CH2:15][CH2:16][CH2:17]2)[cH:8][n:9][cH:10]1)([OH:25])[CH3:26].[CH3:29][c:30]1[cH:31][cH:32][cH:33][cH:34][cH:35]1.[H-:27].[Na+:28]>>[CH:3]#[C:4][c:5]1[cH:6][c:7]([N:11]2[CH2:12][CH2:13][N:14]([C:18](=[O:19])[O:20][C:21]([CH3:22])([CH3:23])[CH3:24])[CH2:15][CH2:16][CH2:17]2)[cH:8][n:9][cH:10]1. The reactants are BrN1C(CCC1=O)=O (N-Bromosuccinimide), C(C)(C)(C)OC(=O)N1C(=CC=C1)C=1SC(=CN1)C(=O)OCC (Ethyl 2-[1-(t-butoxycarbonyl)-1H-pyrrol-2-yl]-1,3-thiazole-5-carboxylate), C(O)([O-])=O.[Na+] (sodium hydrogencarbonate). Run in O1CCCC1 (tetrahydrofuran). Conditions: temperature 0 celsius, time 19 hour. Yields the product BrC1=CC=C(N1C(=O)OC(C)(C)C)C=1SC(=CN1)C(=O)OCC (Ethyl 2-[5-bromo-1-(t-butoxycarbonyl)-1H-pyrrol-2-yl]-1,3-thiazole-5-carboxylate). Yield: 60.1%. As a reaction SMILES: [C:1]([O:5][C:6]([N:8]1[CH:12]=[CH:11][CH:10]=[C:9]1[C:13]1[S:14][C:15]([C:18]([O:20][CH2:21][CH3:22])=[O:19])=[CH:16][N:17]=1)=[O:7])([CH3:4])([CH3:3])[CH3:2].[Br:23]N1C(=O)CCC1=O.C(=O)([O-])O.[Na+]>O1CCCC1>[Br:23][C:12]1[N:8]([C:6]([O:5][C:1]([CH3:4])([CH3:3])[CH3:2])=[O:7])[C:9]([C:13]2[S:14][C:15]([C:18]([O:20][CH2:21][CH3:22])=[O:19])=[CH:16][N:17]=2)=[CH:10][CH:11]=1 |f:2.3|. Reported procedure: Ethyl 2-[1-(t-butoxycarbonyl)-1H-pyrrol-2-yl]-1,3-thiazole-5-carboxylate (800 mg, 2.48 mmol) synthesized in Example (5a) was dissolved in tetrahydrofuran (30 mL), and cooled to 0° C. N-Bromosuccinimide (442 mg, 2.48 mmol) was added with stirring under nitrogen atmosphere, and subsequently stirring was carried out at room temperature for 19 hours. A saturated aqueous sodium hydrogencarbonate solution (30 mL) was added, and extraction was carried out with ethyl acetate (30 mL). The organic layer w... The reactants are O (waTER), C(C1=CC=CC=C1)S (Benzyl mercaptan), [H-].[Na+] (sodium hydride), BrC=1SC(=CC1)C(C1=CC=C(C=C1)OC)=O (2-bromo-5-(4-methoxybenzoyl)thiophene). The solvent is CN(C)C=O (DMF). Run at temperature 25 celsius. Yields the product C(C1=CC=CC=C1)SC=1SC(=CC1)C(C1=CC=C(C=C1)OC)=O (2-Benzylmercapto-5-(4-methoxybenzoyl)thiophene). RXN SMILES: [CH2:1]([SH:8])[C:2]1[CH:7]=[CH:6][CH:5]=[CH:4][CH:3]=1.[H-].[Na+].Br[C:12]1[S:13][C:14]([C:17](=[O:26])[C:18]2[CH:23]=[CH:22][C:21]([O:24][CH3:25])=[CH:20][CH:19]=2)=[CH:15][CH:16]=1.O>CN(C=O)C>[CH2:1]([S:8][C:12]1[S:13][C:14]([C:17](=[O:26])[C:18]2[CH:23]=[CH:22][C:21]([O:24][CH3:25])=[CH:20][CH:19]=2)=[CH:15][CH:16]=1)[C:2]1[CH:7]=[CH:6][CH:5]=[CH:4][CH:3]=1 |f:1.2|. Procedure details: Benzyl mercaptan (1.24 g, 0.01 mol) was added to a stirred mixture of sodium hydride (50% oil dispersion, 0.44 g, 0.11 mol) and degassed DMF (10 mL). The resulting mixture was warmed cautiously until gas evolution ceased. After cooling to 25° C., a solution of 2-bromo-5-(4-methoxybenzoyl)thiophene (2.97 g, 0.01 mol) in DMF (10 mL) was added dropwise. After complete addition, the mixture was heated on the steam bath for 2.5 hours and poured into waTER (200 mL). The aqueous mixture was extracted w...